Dataset: the Open Reaction Database (ORD), a public repository of structured organic reaction records. Task: describe an organic reaction: reactants, conditions, products, and yield Reactants: O=C1SC(C(N1)=O)CC1=CC=C(OCC(C(=O)OC(C)(C)C)(C)OC2=CC=C3C(CCOC3=C2C)=O)C=C1 (t-butyl 2-[4-(2,4-dioxothiazolidin-5-ylmethyl)phenoxymethyl]-2,8-dimethyl-4-oxochroman-7-yloxyacetate), solution, Cl (hydrogen chloride). Run in O1CCOCC1 (dioxane). Reaction conditions: time 8 hour. The product is O=C1SC(C(N1)=O)CC1=CC=C(OCC(C(=O)O)(C)OC2=CC=C3C(CCOC3=C2C)=O)C=C1 (2-[4-(2,4-Dioxothiazolidin-5-ylmethyl)phenoxymethyl]-2,8-dimethyl-4-oxochroman-7-yloxyacetic acid). The yield is 93.7%. Reaction SMILES: [O:1]=[C:2]1[NH:6][C:5](=[O:7])[CH:4]([CH2:8][C:9]2[CH:38]=[CH:37][C:12]([O:13][CH2:14][C:15]([O:24][C:25]3[C:34]([CH3:35])=[C:33]4[C:28]([C:29](=[O:36])[CH2:30][CH2:31][O:32]4)=[CH:27][CH:26]=3)([CH3:23])[C:16]([O:18]C(C)(C)C)=[O:17])=[CH:11][CH:10]=2)[S:3]1.Cl>O1CCOCC1>[O:1]=[C:2]1[NH:6][C:5](=[O:7])[CH:4]([CH2:8][C:9]2[CH:38]=[CH:37][C:12]([O:13][CH2:14][C:15]([O:24][C:25]3[C:34]([CH3:35])=[C:33]4[C:28]([C:29](=[O:36])[CH2:30][CH2:31][O:32]4)=[CH:27][CH:26]=3)([CH3:23])[C:16]([OH:18])=[O:17])=[CH:11][CH:10]=2)[S:3]1. Reported procedure: A mixture of 100 mg of t-butyl 2-[4-(2,4-dioxothiazolidin-5-ylmethyl)phenoxymethyl]-2,8-dimethyl-4-oxochroman-7-yloxyacetate (prepared as described in Example 12) and 2 ml of a 4N solution of hydrogen chloride in dioxane was allowed to stand overnight at room temperature. At the end of this time, the solvent was removed from the reaction mixture by evaporation under reduced pressure. The resulting residue was washed with water, to afford 84 mg of the title compound as a pale orange powder, softe...